Task: describe an organic reaction: reactants, conditions, products, and yield. Dataset: the Open Reaction Database (ORD), a public repository of structured organic reaction records Starting materials: CC=1C=C(C=CC1C)O (3,4-dimethylphenol), C(C)(C)[Mg]Cl (isopropylmagnesium chloride), C1(=CC=CC=C1)C(N1C(C(C2=CC=CC=C12)=O)=O)C1=CC=CC=C1 (1-(diphenylmethyl)-1H-indole-2,3-dione). Run in O1CCCC1 (tetrahydrofuran). Run at temperature 0 celsius, time 1 hour. Product: C1(=CC=CC=C1)C(N1C(C(C2=CC=CC=C12)(C1=C(C=C(C(=C1)C)C)O)O)=O)C1=CC=CC=C1 (1-(diphenylmethyl)-3-hydroxy-3-(2-hydroxy-4,5-dimethylphenyl)-1,3-dihydro-2H-indol-2-one). The yield is 73.4%. As a reaction SMILES: [CH3:1][C:2]1[CH:3]=[C:4]([OH:9])[CH:5]=[CH:6][C:7]=1[CH3:8].C([Mg]Cl)(C)C.[C:15]1([CH:21]([C:33]2[CH:38]=[CH:37][CH:36]=[CH:35][CH:34]=2)[N:22]2[C:30]3[C:25](=[CH:26][CH:27]=[CH:28][CH:29]=3)[C:24](=[O:31])[C:23]2=[O:32])[CH:20]=[CH:19][CH:18]=[CH:17][CH:16]=1>O1CCCC1>[C:33]1([CH:21]([C:15]2[CH:20]=[CH:19][CH:18]=[CH:17][CH:16]=2)[N:22]2[C:30]3[C:25](=[CH:26][CH:27]=[CH:28][CH:29]=3)[C:24]([OH:31])([C:5]3[CH:6]=[C:7]([CH3:8])[C:2]([CH3:1])=[CH:3][C:4]=3[OH:9])[C:23]2=[O:32])[CH:34]=[CH:35][CH:36]=[CH:37][CH:38]=1. Procedure: To a stirred solution of 3,4-dimethylphenol (2.50 g, 20.5 mmol) in tetrahydrofuran (100 mL) was added isopropylmagnesium chloride (10.2 mL, 2.0 M tetrahydrofuran solution, 20.40 mmol) at 0° C. The mixture was allowed to stir for 1 h at 0° C., then the solvent was removed in vacuo. Dichloromethane (200 mL) was added, followed by the addition of 1-(diphenylmethyl)-1H-indole-2,3-dione (5.00 g, 15.95 mmol). The mixture was stirred for 54 h at ambient temperature, quenched with saturated ammonium chl... Reactants: COC(=O)C1(CN(CC1)C(=O)OC(C)(C)C)SC (3-Methylsulfanyl-pyrrolidine-1,3-dicarboxylic acid 1-tert-butyl ester 3-methyl ester). Solvent: FC(C(=O)O)(F)F.ClCCl (trifluoroacetic acid dichloromethane). Reaction conditions: time 2 hour. Product: COC(=O)C1(CNCC1)SC (3-Methylsulfanyl-pyrrolidine-3-carboxylic acid methyl ester). Yield: 217.2%. RXN SMILES: [CH3:1][O:2][C:3]([C:5]1([S:17][CH3:18])[CH2:9][CH2:8][N:7](C(OC(C)(C)C)=O)[CH2:6]1)=[O:4]>FC(F)(F)C(O)=O.ClCCl>[CH3:1][O:2][C:3]([C:5]1([S:17][CH3:18])[CH2:9][CH2:8][NH:7][CH2:6]1)=[O:4] |f:1.2|. Reported procedure: 3-Methylsulfanyl-pyrrolidine-1,3-dicarboxylic acid 1-tert-butyl ester 3-methyl ester (2.15 gm, 8.8 mmol) was dissolved in 20 ml of 50% trifluoroacetic acid/dichloromethane and stirred for 2 hrs. The reaction mixture was evaporated to give 3.35 g of 3-Methylsulfanyl-pyrrolidine-3-carboxylic acid methyl ester 4BP as a gummy solid. Starting materials: C([C@@H](O)CC(=O)O)(=O)O (L-malic acid), anhydride, FC(C(=O)O)(F)F.C1([C@@H](O)CC(=O)O1)=O (L-malic anhydride trifluoroacetate), FC(C(=O)OC(C(F)(F)F)=O)(F)F (trifluoroacetic anhydride). The solvent is C(C)(C)O (isopropyl alcohol). Yields the product C(C)(C)OC([C@@H](O)CC(=O)O)=O (L-malic acid monoisopropyl ester). Yield: 97.7%. Reaction SMILES: [C:1]([OH:9])(=[O:8])[C@H:2]([CH2:4][C:5]([OH:7])=[O:6])[OH:3].FC(F)(F)C(O)=O.[C:17]1(=O)OC(=O)[CH2:20][C@@H:18]1O.FC(F)(F)C(OC(=O)C(F)(F)F)=O>C(O)(C)C>[CH:18]([O:8][C:1](=[O:9])[C@H:2]([CH2:4][C:5]([OH:7])=[O:6])[OH:3])([CH3:20])[CH3:17] |f:1.2|. Procedure details: By the use of the procedures and conditions described by Example 3A, L-malic acid was converted to L-malic anhydride trifluoroacetate with trifluoroacetic anhydride, and the anhydride allowed to react with isopropyl alcohol to provide in 97.7% yield L-malic acid monoisopropyl ester as an oil. Reactants: C(\C=C/C(=O)[O-])(=O)[O-] (maleate), COC([C@H]1N(CCC1)C([C@@H](N[C@@H](C(SC1CC2=CC=CC=C2C1)=C=O)OCC)C)=O)=O (N-[(R)-1-ethoxy-carbonyl-2(2-indanyl)thioethyl]-alanyl-(S)-proline methyl ester). Product: C(=O)(O)[C@H](CSC1CC2=CC=CC=C2C1)N[C@@H](C)C(=O)N1[C@H](C(=O)O)CCC1 (N-[(R)-1-carboxy-2-(2-indanyl)thioethyl]-alanyl-(S)-proline). Reaction SMILES: C([O-])(=O)/C=C\[C:4]([O-:6])=[O:5].C[O:10][C:11](=[O:39])[C@@H:12]1[CH2:16][CH2:15][CH2:14][N:13]1[C:17](=[O:38])[C@H:18]([CH3:37])[NH:19][C@H:20](OCC)[C:21](=C=O)[S:22][CH:23]1[CH2:31][C:30]2[C:25](=[CH:26][CH:27]=[CH:28][CH:29]=2)[CH2:24]1>>[C:4]([C@@H:20]([NH:19][C@H:18]([C:17]([N:13]1[CH2:14][CH2:15][CH2:16][C@H:12]1[C:11]([OH:10])=[O:39])=[O:38])[CH3:37])[CH2:21][S:22][CH:23]1[CH2:24][C:25]2[C:30](=[CH:29][CH:28]=[CH:27][CH:26]=2)[CH2:31]1)([OH:6])=[O:5]. Procedure: Following the general procedure of Example 59, the title compound was prepared as white crystals from 300 mg of the maleate of β-isomer of N-[(R)-1-ethoxy-carbonyl-2(2-indanyl)thioethyl]-alanyl-(S)-proline methyl ester prepared in Example 58. Yield 165 mg. Starting materials: ClC1=CC=C(OC2=C3C(=CN=C2)SC(=C3)C(=O)OC)C=C1 (methyl 4-(4-chlorophenoxy)thieno[2,3-c]pyridine-2-carboxylate), [Cl-].[Cl-].[Ca+2] (CaCl2), O (water), [BH4-].[Na+] (NaBH4). Solvent: C(C)O (ethanol). Conditions: temperature 0 celsius, time 1 hour. Yields the product ClC1=CC=C(OC2=C3C(=CN=C2)SC(=C3)CO)C=C1 (4-(4-chlorophenoxy)thieno[2,3-c]pyridine-2-methanol). RXN SMILES: [Cl:1][C:2]1[CH:21]=[CH:20][C:5]([O:6][C:7]2[CH:12]=[N:11][CH:10]=[C:9]3[S:13][C:14]([C:16](OC)=[O:17])=[CH:15][C:8]=23)=[CH:4][CH:3]=1.[Cl-].[Cl-].[Ca+2].[BH4-].[Na+].O>C(O)C>[Cl:1][C:2]1[CH:21]=[CH:20][C:5]([O:6][C:7]2[CH:12]=[N:11][CH:10]=[C:9]3[S:13][C:14]([CH2:16][OH:17])=[CH:15][C:8]=23)=[CH:4][CH:3]=1 |f:1.2.3,4.5|. Reported procedure: A solution of Example 61A (254 mg, 0.793 mmol) in absolute ethanol (4 mL) was treated with anhydrous CaCl2 (177 mg, 1.59 mmol), stirred for 1 hour, cooled to 0° C., treated with NaBH4 (123 mg, 3.25 mmol), stirred at 0° C. for 4 hours and at room temperature for 18 hours, treated with water and extracted with dichloromethane. The extract was washed with brine, dried (Na2SO4), filtered and concentrated. The residue was purified on silica gel with 30% ethyl acetate/hexane to provided the title comp... Reaction SMILES: [NH2:1][C:2]1[N:7]=[C:6](Cl)[CH:5]=[C:4]([CH3:9])[N:3]=1.[CH3:10][C:11]1[CH:12]=[C:13](B(O)O)[CH:14]=[C:15]([CH3:17])[CH:16]=1>>[CH3:9][C:4]1[CH:5]=[C:6]([C:13]2[CH:14]=[C:15]([CH3:17])[CH:16]=[C:11]([CH3:10])[CH:12]=2)[N:7]=[C:2]([NH2:1])[N:3]=1. Product: CC1=NC(=NC(=C1)C1=CC(=CC(=C1)C)C)N (4-Methyl-6-(3,5-dimethyl-phenyl)-pyrimidin-2-ylamine). Starting materials: NC1=NC(=CC(=N1)Cl)C (2-amino-4-chloro-6-methylpyrimidine), CC=1C=C(C=C(C1)C)B(O)O (3,5-dimethyl-phenyl boronic acid). Reported procedure: The title compound is synthesized according to general procedure GP4 starting from 2.0 g (14 mmol) 2-amino-4-chloro-6-methylpyrimidine and 2.7 g (18 mmol) 3,5-dimethyl-phenyl boronic acid. Yield after extraction and crystallization from diethylether: 3.2 g (75%, approximately 70% pure).